Task: describe an organic reaction: reactants, conditions, products, and yield. Dataset: the Open Reaction Database (ORD), a public repository of structured organic reaction records The reactants are C(C)(C)(C)OC(=O)N1C(=CC=2C=NC=CC21)CN2C(CN(CC2)C(=O)OCC2=CC=CC=C2)=O (2-(4-benzyloxycarbonyl-2-oxo-piperazin-1-ylmethyl)pyrrolo[3,2-c]pyridin-1-carboxylic acid tert-butyl ester). Reagents/catalysts: [Pd] (Palladium black). Solvent: C(=O)O.CO (HCO2H MeOH). Product: C(C)(C)(C)OC(=O)N1C(=CC=2C=NC=CC21)CN2C(CNCC2)=O (2-(2-Oxopiperazin-1-ylmethyl)pyrrolo[3,2-c]pyridin-1-carboxylic acid tert-butyl ester). Yield: 67.6%. As a reaction SMILES: [C:1]([O:5][C:6]([N:8]1[C:16]2[CH:15]=[CH:14][N:13]=[CH:12][C:11]=2[CH:10]=[C:9]1[CH2:17][N:18]1[CH2:23][CH2:22][N:21](C(OCC2C=CC=CC=2)=O)[CH2:20][C:19]1=[O:34])=[O:7])([CH3:4])([CH3:3])[CH3:2]>C(O)=O.CO.[Pd]>[C:1]([O:5][C:6]([N:8]1[C:16]2[CH:15]=[CH:14][N:13]=[CH:12][C:11]=2[CH:10]=[C:9]1[CH2:17][N:18]1[CH2:23][CH2:22][NH:21][CH2:20][C:19]1=[O:34])=[O:7])([CH3:4])([CH3:2])[CH3:3] |f:1.2|. Procedure: Palladium black (1.1 g, 10.3 mmol) is added to a solution of 2-(4-benzyloxycarbonyl-2-oxo-piperazin-1-ylmethyl)pyrrolo[3,2-c]pyridin-1-carboxylic acid tert-butyl ester (1.7 g, 3.7 mmol) in HCO2H/MeOH (45 mL, 4.4% solution). After 40 minutes the catalyst is filtered through Celite and washed with MeOH. The filtrate is concentrated in vacuo to remove methanol then the resulting solution is diluted with methylene chloride and washed with saturated sodium bicarbonate, and brine. The organic layer is... The reactants are C[C@]12CC[C@@]3([C@@H]([C@H]2CC[C@@H]2[C@]4(CC=C(C([C@@H]4CC[C@@]12C)(C)C)C1=CC=C(C(=O)OC)C=C1)C)[C@@H](CC3)C(=C)C)NCCN3CCNCC3 (methyl 4-((1R,3aS,5aR,5bR,7aR,11aS,11bR,13aR,13bR)-5a,5b,8,8,11a-pentamethyl-3a-((2-(piperazin-1-yl)ethyl)amino)-1-(prop-1-en-2-yl)-2,3,3a,4,5,5a,5b,6,7,7a,8,11,11a,11b,12,13,13a,13b-octadecahydro-1H-cyclopenta[a]chrysen-9-yl)benzoate), C1(CCCC1)C(=O)O (cyclopentanecarboxylic acid). The product is C1(CCCC1)C(=O)N1CCN(CC1)CCN[C@]12[C@@H]([C@H]3CC[C@@H]4[C@]5(CC=C(C([C@@H]5CC[C@]4([C@@]3(CC1)C)C)(C)C)C1=CC=C(C(=O)O)C=C1)C)[C@@H](CC2)C(=C)C (4-((1R,3aS,5aR,5bR,7aR,11aS,11bR,13aR,13bR)-3a-((2-(4-(cyclopentanecarbonyl)piperazin-1-yl)ethyl)amino)-5a,5b,8,8,11a-pentamethyl-1-(prop-1-en-2-yl)-2,3,3a,4,5,5a,5b,6,7,7a,8,11,11a,11b,12,13,13a,13b-octadecahydro-1H-cyclopenta[a]chrysen-9-yl)benzoic acid). RXN SMILES: [CH3:1][C@:2]12[C@@:19]3([CH3:20])[C@@H:10]([C@:11]4([CH3:33])[C@@H:16]([CH2:17][CH2:18]3)[C:15]([CH3:22])([CH3:21])[C:14]([C:23]3[CH:32]=[CH:31][C:26]([C:27]([O:29]C)=[O:28])=[CH:25][CH:24]=3)=[CH:13][CH2:12]4)[CH2:9][CH2:8][C@@H:7]1[C@H:6]1[C@H:34]([C:37]([CH3:39])=[CH2:38])[CH2:35][CH2:36][C@:5]1([NH:40][CH2:41][CH2:42][N:43]1[CH2:48][CH2:47][NH:46][CH2:45][CH2:44]1)[CH2:4][CH2:3]2.[CH:49]1([C:54]([OH:56])=O)[CH2:53][CH2:52][CH2:51][CH2:50]1>>[CH:49]1([C:54]([N:46]2[CH2:47][CH2:48][N:43]([CH2:42][CH2:41][NH:40][C@:5]34[CH2:36][CH2:35][C@@H:34]([C:37]([CH3:39])=[CH2:38])[C@@H:6]3[C@@H:7]3[C@@:2]([CH3:1])([CH2:3][CH2:4]4)[C@@:19]4([CH3:20])[C@@H:10]([C@:11]5([CH3:33])[C@@H:16]([CH2:17][CH2:18]4)[C:15]([CH3:22])([CH3:21])[C:14]([C:23]4[CH:24]=[CH:25][C:26]([C:27]([OH:29])=[O:28])=[CH:31][CH:32]=4)=[CH:13][CH2:12]5)[CH2:9][CH2:8]3)[CH2:44][CH2:45]2)=[O:56])[CH2:50][CH2:51][CH2:52][CH2:53]1. Procedure: The title compound (3.1 mg) was prepared from methyl 4-((1R,3aS,5aR,5bR,7aR,11aS,11bR,13aR,13bR)-5a,5b,8,8,11a-pentamethyl-3a-((2-(piperazin-1-yl)ethyl)amino)-1-(prop-1-en-2-yl)-2,3,3a,4,5,5a,5b,6,7,7a,8,11,11a,11b,12,13,13a,13b-octadecahydro-1H-cyclopenta[a]chrysen-9-yl)benzoate following the general procedure as described above using cyclopentanecarboxylic acid as the acylating agent. LCMS: m/e 738.8 (M+H)+, 3.84 min (method 14). 1H NMR (500 MHz, METHANOL-d4) δ 7.89 (d, J=8.2 Hz, 2H), 7.17 (d,... Reactants: C1(=CC=CC=C1)C(CNC1=C2N=CN(C2=NC(=N1)N[C@@H](CC1=CC=CC=C1)CO)[C@H]1[C@@H]([C@@H]([C@H](C1)NC(CC)=O)O)O)C1=CC=CC=C1 (N-{(1S,2R,3S,4R)-4-[6-(2,2-Diphenyl-ethylamino)-2-((S)-1-hydroxymethyl-2-phenyl-ethylamino)-purin-9-yl]-2,3-dihydroxy-cyclopentyl}-propionamide), FC(C(=O)O)(F)F.ClC1=NC(=C2N=CN(C2=N1)[C@H]1[C@@H]([C@@H]([C@H](C1)NC(CC)=O)O)O)NCC1=CC=CC2=CC=CC=C12 (N-((1S,2R,3S,4R)-4-{2-Chloro-6-[(naphthalen-1-ylmethyl)-amino]-purin-9-yl}-2,3-dihydroxy-cyclopentyl)-propionamide trifluoroacetate), N1(CCCCC1)CCN (2-piperidin-1-yl-ethylamine). Product: FC(C(=O)O)(F)F.O[C@@H]1[C@H](C[C@H]([C@@H]1O)N1C2=NC(=NC(=C2N=C1)NCC1=CC=CC2=CC=CC=C12)NCCN1CCCCC1)NC(CC)=O (N-{(1S,2R,3S,4R)-2,3-Dihydroxy-4-[6-[(naphthalen-1-ylmethyl)-amino]-2-(2-piperidin-1-yl-ethylamino)-purin-9-yl]-cyclopentyl}-propionamide trifluoroacetate). Reaction SMILES: C1(C(C2C=CC=CC=2)CNC2N=C(N[C@H](CO)CC3C=CC=CC=3)N=[C:15]3[C:11]=2[N:12]=C[N:14]3[C@@H:30]2[CH2:34][C@H:33](NC(=O)CC)[C@@H:32](O)[C@H:31]2O)C=CC=CC=1.[F:48][C:49]([F:54])([F:53])[C:50]([OH:52])=[O:51].Cl[C:56]1[N:64]=[C:63]2[C:59]([N:60]=[CH:61][N:62]2[C@@H:65]2[CH2:69][C@H:68]([NH:70][C:71](=[O:74])[CH2:72][CH3:73])[C@@H:67]([OH:75])[C@H:66]2[OH:76])=[C:58]([NH:77][CH2:78][C:79]2[C:88]3[C:83](=[CH:84][CH:85]=[CH:86][CH:87]=3)[CH:82]=[CH:81][CH:80]=2)[N:57]=1.N1(CCN)CCCCC1>>[F:48][C:49]([F:54])([F:53])[C:50]([OH:52])=[O:51].[OH:75][C@H:67]1[C@@H:66]([OH:76])[C@H:65]([N:62]2[CH:61]=[N:60][C:59]3[C:63]2=[N:64][C:56]([NH:12][CH2:11][CH2:15][N:14]2[CH2:30][CH2:34][CH2:33][CH2:32][CH2:31]2)=[N:57][C:58]=3[NH:77][CH2:78][C:79]2[C:88]3[C:83](=[CH:84][CH:85]=[CH:86][CH:87]=3)[CH:82]=[CH:81][CH:80]=2)[CH2:69][C@@H:68]1[NH:70][C:71](=[O:74])[CH2:72][CH3:73] |f:1.2,4.5|. Procedure: This compound is prepared analogously to N-{(1S,2R,3S,4R)-4-[6-(2,2-diphenyl-ethylamino)-2-((S)-1-hydroxymethyl-2-phenyl-ethylamino)-purin-9-yl]-2,3-dihydroxy-cyclopentyl}-propionamide (Example 16) by replacing N-{(1S,2R,3S,4R)-4-[2-chloro-6-(2,2-diphenyl-ethylamino)-purin-9-yl]-2,3-dihydroxy-cyclopentyl}-propionamide (Example 4) with N-((1S,2R,3S,4R)-4-{2-chloro-6-[(naphthalen-1-ylmethyl)-amino]-purin-9-yl}-2,3-dihydroxy-cyclopentyl)-propionamide trifluoroacetate (Example 50) and by replacing (...